Task: describe an organic reaction: reactants, conditions, products, and yield. Dataset: the Open Reaction Database (ORD), a public repository of structured organic reaction records Starting materials: COCCCN (3-methoxypropylamine), NC1=C2C(=C(C=3C(C4=CC=CC=C4C(C13)=O)=O)N)C(NC2=O)=O (1,4-diaminoanthraquinone-2,3-dicarboximide), N (NH3). Run at temperature 40 celsius. Product: COCCCN1C(=O)C2=C(C=3C(C4=CC=CC=C4C(C3C(=C2C1=O)N)=O)=O)N (N-(3-methoxypropyl)-1,4-diaminoanthraquinone-2,3-dicarboximide). Yield: 130.0%. Reaction SMILES: [CH3:1][O:2][CH2:3][CH2:4][CH2:5][NH2:6].[NH2:7][C:8]1[C:21]2[C:20](=[O:22])[C:19]3[C:14](=[CH:15][CH:16]=[CH:17][CH:18]=3)[C:13](=[O:23])[C:12]=2[C:11]([NH2:24])=[C:10]2[C:25](=[O:29])N[C:27](=[O:28])[C:9]=12.N>>[CH3:1][O:2][CH2:3][CH2:4][CH2:5][N:6]1[C:25](=[O:29])[C:10]2[C:9](=[C:8]([NH2:7])[C:21]3[C:20](=[O:22])[C:19]4[C:14]([C:13](=[O:23])[C:12]=3[C:11]=2[NH2:24])=[CH:15][CH:16]=[CH:17][CH:18]=4)[C:27]1=[O:28]. Procedure: 225.2 g of 3-methoxypropylamine are charged to a 750 ml sulfonating flask and heated to 40° C. With stirring, 141.2 g of 1,4-diaminoanthraquinone-2,3-dicarboximide are added over 3 hours. The ensuing reaction is slightly exothermic, with evolution of NH3. The viscous suspension is stirred for another hour at 40°-45° C., then cooled to 20° C. and further stirred for one hour. The precipitated product is filtered with suction and washed with 300 ml of methanol and then with 300 ml of water, afford... Starting materials: COC=1C=C(CN2C(N(C3=CC=C(C=C3C2=O)[N+](=O)[O-])C2CCOCC2)=O)C=CC1OC (3-(3,4-dimethoxybenzyl)-6-nitro-1-(tetrahydro-2H-pyran-4-yl)quinazoline-2,4(1H,3H)-dione), C(=O)[O-].[NH4+] (ammonium formate). Reagents/catalysts: [Pd] (Pd/C). Solvent: CCO (EtOH). The product is NC=1C=C2C(N(C(N(C2=CC1)C1CCOCC1)=O)CC1=CC(=C(C=C1)OC)OC)=O (6-amino-3-(3,4-dimethoxybenzyl)-1-(tetrahydro-2H-pyran-4-yl)quinazoline-2,4(1H,3H)-dione). Reaction SMILES: [CH3:1][O:2][C:3]1[CH:4]=[C:5]([CH:28]=[CH:29][C:30]=1[O:31][CH3:32])[CH2:6][N:7]1[C:16](=[O:17])[C:15]2[C:10](=[CH:11][CH:12]=[C:13]([N+:18]([O-])=O)[CH:14]=2)[N:9]([CH:21]2[CH2:26][CH2:25][O:24][CH2:23][CH2:22]2)[C:8]1=[O:27].C([O-])=O.[NH4+]>CCO.[Pd]>[NH2:18][C:13]1[CH:14]=[C:15]2[C:10](=[CH:11][CH:12]=1)[N:9]([CH:21]1[CH2:26][CH2:25][O:24][CH2:23][CH2:22]1)[C:8](=[O:27])[N:7]([CH2:6][C:5]1[CH:28]=[CH:29][C:30]([O:31][CH3:32])=[C:3]([O:2][CH3:1])[CH:4]=1)[C:16]2=[O:17] |f:1.2|. Reported procedure: A mixture of 1 g of the compound obtained in Step 6.3, 0.36 g of ammonium formate and 0.24 g of Pd/C (10%) in 10 ml of EtOH purged beforehand with nitrogen is irradiated in a microwave field for 10 minutes at 80° C. The resulting mixture is filtered and the filtrate is evaporated under reduced pressure. The residue is chromatographed on silica gel, eluting with an EtOAc/DCM mixture from (0/100, v/v) to (100/0, v/v) to give the expected product.